This data is from the Open Reaction Database (ORD), a public repository of structured organic reaction records. The task is: describe an organic reaction: reactants, conditions, products, and yield The reactants are C(CCCCC=C)NCC1=CC=C(C=C1)OC (hept-6-enyl-(4-methoxy-benzyl)-amine), C(C)OC(=O)C1(C(C1)C=C)NC(=O)C1NCC(C1)O[Si](C)(C)C(C)(C)C (1-{[4-(tert-Butyl-dimethyl-silanyloxy)-pyrrolidine-2-carbonyl]-amino}-2-vinyl-cyclopropanecarboxylic acid ethyl ester), C(=O)(Cl)Cl (phosgene), C(=O)(O)[O-].[Na+] (NaHCO3). Solvent: C1CCOC1 (THF). Run at time 1 hour. Yields the product C(C)OC(=O)C1(C(C1)C=C)NC(=O)C1N(CC(C1)O[Si](C)(C)C(C)(C)C)C(N(CC1=CC=C(C=C1)OC)CCCCCC=C)=O (1-({4-(tert-Butyl-dimethyl-silanyloxy)-1-[hept-6-enyl-(4-methoxy-benzyl)-carbamoyl]-pyrrolidine-2-carbonyl}-amino)-2-vinyl-cyclopropanecarboxylic acid ethyl ester). Isolated yield 50.0%. As a reaction SMILES: [CH2:1]([O:3][C:4]([C:6]1([NH:11][C:12]([CH:14]2[CH2:18][CH:17]([O:19][Si:20]([C:23]([CH3:26])([CH3:25])[CH3:24])([CH3:22])[CH3:21])[CH2:16][NH:15]2)=[O:13])[CH2:8][CH:7]1[CH:9]=[CH2:10])=[O:5])[CH3:2].[C:27]([O-:30])(O)=O.[Na+].C(Cl)(Cl)=O.[CH2:36]([NH:43][CH2:44][C:45]1[CH:50]=[CH:49][C:48]([O:51][CH3:52])=[CH:47][CH:46]=1)[CH2:37][CH2:38][CH2:39][CH2:40][CH:41]=[CH2:42]>C1COCC1>[CH2:1]([O:3][C:4]([C:6]1([NH:11][C:12]([CH:14]2[CH2:18][CH:17]([O:19][Si:20]([C:23]([CH3:25])([CH3:24])[CH3:26])([CH3:22])[CH3:21])[CH2:16][N:15]2[C:27](=[O:30])[N:43]([CH2:36][CH2:37][CH2:38][CH2:39][CH2:40][CH:41]=[CH2:42])[CH2:44][C:45]2[CH:50]=[CH:49][C:48]([O:51][CH3:52])=[CH:47][CH:46]=2)=[O:13])[CH2:8][CH:7]1[CH:9]=[CH2:10])=[O:5])[CH3:2] |f:1.2|. Procedure: Compound 124 (5.88 g, 15.4 mmol) was dissolved in THF (200 ml), NaHCO3 (s) (appr. 10 ml) was added followed by phosgene-solution (20% in toluene, 15.9 ml, 30.7 mmol). The reaction mixture was stirred vigorously for 1 h and then filtrated, evaporated and redissolved in DCM (200 ml). NaHCO3 (s) (appr. 10 ml) was added followed by hept-6-enyl-(4-methoxy-benzyl)-amine (5.58 g, 23.9 mmol). The reaction mixture was stirred at room temperature overnight, filtrated and evaporated on silica. The crude pr... Starting materials: C(C)(C)N(CCN1C(=O)C(=O)C2=CC=CC=C12)C(C)C (1-(2-diisopropylaminoethyl)isatin), CNC(NN)=O (4-methylsemicarbazide), C(C)O (ethanol). Reagents/catalysts: C(C)(=O)O (acetic acid). Solvent: O (water). Conditions: temperature 60 celsius. Yields the product CNC(N\N=C/1\C(N(C2=CC=CC=C12)CCN(C(C)C)C(C)C)=O)=O ((E)-1-(2-diisopropylaminoethyl)isatin 3-(4-methylsemicarbazone)). The yield is 49.9%. As a reaction SMILES: [CH:1]([N:4]([CH:18]([CH3:20])[CH3:19])[CH2:5][CH2:6][N:7]1[C:17]2[C:12](=[CH:13][CH:14]=[CH:15][CH:16]=2)[C:10](=O)[C:8]1=[O:9])([CH3:3])[CH3:2].[CH3:21][NH:22][C:23](=[O:26])[NH:24][NH2:25].C(O)C>C(O)(=O)C.O>[CH3:21][NH:22][C:23](=[O:26])[NH:24]/[N:25]=[C:10]1/[C:8](=[O:9])[N:7]([CH2:6][CH2:5][N:4]([CH:18]([CH3:20])[CH3:19])[CH:1]([CH3:3])[CH3:2])[C:17]2[C:12]/1=[CH:13][CH:14]=[CH:15][CH:16]=2. Procedure details: To a solution of 1.37 g of 1-(2-diisopropylaminoethyl)isatin and 0.49 g of 4-methylsemicarbazide in ml of a mixture of ethanol and water (2:1) was added 3 drops of acetic acid, and then the mixture was heated at 60° C. for 6 hours. The yellow precipitates were collected by filtration and recrystallized from aqueous ethanol to obtain 0.86 g of (E)-1-(2-diisopropylaminoethyl)isatin 3-(4-methylsemicarbazone) having a melting point of 175°-177° C. Reactants: FC(C(=O)O)(F)F.NC1CCN(CC1)CCN1C(COC2=C1C=C(C=C2)OC)=O (4-[2-(4-aminopiperidin-1-yl)ethyl]-6-methoxy-2H-1,4-benzoxazin-3(4H)-one trifluoroacetate), FC(C(=O)O)(F)F.NC1CCN(CC1)CCN1C(COC2=C1C=C(C=C2)OC)=O (4-[2-(4-aminopiperidin-1-yl)ethyl]-6-methoxy-2H-1,4-benzoxazin-3(4H)-one trifluoroacetate), O=C1NC2=C(OC1)C=CC(=N2)C=O (3-oxo-3,4-dihydro-2H-pyrido[3,2-b][1,4]oxazine-6-carbaldehyde), C(#N)[BH3-].[Na+] (sodium cyanoborohydride), C(#N)[BH3-].[Na+] (sodium cyanoborohydride). Run at time 8 hour. Yields the product COC=1C=CC2=C(N(C(CO2)=O)CCN2CCC(CC2)NCC=2C=CC=3OCC(NC3N2)=O)C1 (6-[({1-[2-(6-Methoxy-3-oxo-2,3-dihydro-4H-1,4-benzoxazin-4-yl)ethyl]piperidin-4-yl}amino)methyl]-2H-pyrido[3,2-b][1,4]oxazin-3(4H)-one). RXN SMILES: FC(F)(F)C(O)=O.[NH2:8][CH:9]1[CH2:14][CH2:13][N:12]([CH2:15][CH2:16][N:17]2[C:22]3[CH:23]=[C:24]([O:27][CH3:28])[CH:25]=[CH:26][C:21]=3[O:20][CH2:19][C:18]2=[O:29])[CH2:11][CH2:10]1.[O:30]=[C:31]1[CH2:36][O:35][C:34]2[CH:37]=[CH:38][C:39]([CH:41]=O)=[N:40][C:33]=2[NH:32]1.C([BH3-])#N.[Na+]>>[CH3:28][O:27][C:24]1[CH:25]=[CH:26][C:21]2[O:20][CH2:19][C:18](=[O:29])[N:17]([CH2:16][CH2:15][N:12]3[CH2:11][CH2:10][CH:9]([NH:8][CH2:41][C:39]4[CH:38]=[CH:37][C:34]5[O:35][CH2:36][C:31](=[O:30])[NH:32][C:33]=5[N:40]=4)[CH2:14][CH2:13]3)[C:22]=2[CH:23]=1 |f:0.1,3.4|. Procedure: 4-[2-(4-aminopiperidin-1-yl)ethyl]-6-methoxy-2H-1,4-benzoxazin-3(4H)-one trifluoroacetate (Intermediate 46) (0.4 mmol), 3-oxo-3,4-dihydro-2H-pyrido[3,2-b][1,4]oxazine-6-carbaldehyde (WO 2004/058144) (80 mg, 0.44 mmol) and sodium cyanoborohydride were reacted as described under Example 21, but, the reaction was stirred at room temperature overnight after sodium cyanoborohydride addition to give the title compound as a free base, 30 mg (17%). The reactants are FC1=CC=C(C=C1)CC1=CN=C2C(=C(C(N(C2=C1)CC(=O)N1CCOCC1)=O)C(=O)OCC)O (ethyl 7-[(4-fluorophenyl)methyl]-4-hydroxy-1-[2-(4-morpholinyl)-2-oxoethyl]-2-oxo-1,2-dihydro-1,5-naphthyridine-3-carboxylate), C(C)OCCN (2-ethoxyethylamine). Reaction SMILES: [F:1][C:2]1[CH:7]=[CH:6][C:5]([CH2:8][C:9]2[CH:18]=[C:17]3[C:12]([C:13]([OH:34])=[C:14]([C:29](OCC)=[O:30])[C:15](=[O:28])[N:16]3[CH2:19][C:20]([N:22]3[CH2:27][CH2:26][O:25][CH2:24][CH2:23]3)=[O:21])=[N:11][CH:10]=2)=[CH:4][CH:3]=1.[CH2:35]([O:37][CH2:38][CH2:39][NH2:40])[CH3:36]>>[CH2:35]([O:37][CH2:38][CH2:39][NH:40][C:29]([C:14]1[C:15](=[O:28])[N:16]([CH2:19][C:20]([N:22]2[CH2:27][CH2:26][O:25][CH2:24][CH2:23]2)=[O:21])[C:17]2[C:12]([C:13]=1[OH:34])=[N:11][CH:10]=[C:9]([CH2:8][C:5]1[CH:4]=[CH:3][C:2]([F:1])=[CH:7][CH:6]=1)[CH:18]=2)=[O:30])[CH3:36]. Yields the product C(C)OCCNC(=O)C=1C(N(C2=CC(=CN=C2C1O)CC1=CC=C(C=C1)F)CC(=O)N1CCOCC1)=O (N-[2-(ethyloxy)ethyl]-7-[(4-fluorophenyl)methyl]-4-hydroxy-1-[2-(4-morpholinyl)-2-oxoethyl]-2-oxo-1,2-dihydro-1,5-naphthyridine-3-carboxamide). Reported procedure: This compound was prepared from ethyl 7-[(4-fluorophenyl)methyl]-4-hydroxy-1-[2-(4-morpholinyl)-2-oxoethyl]-2-oxo-1,2-dihydro-1,5-naphthyridine-3-carboxylate and 2-ethoxyethylamine employing methods similar to those those described in Example 9 and was purified by reverse phase preparative HPLC (C-18 stationary phase; 10-100% CH3CN/water/0.1% formic acid mobile phase). The product was obtained as a white solid: 1H NMR (CDCl3) δ 10.14 (1H, m), 8.55 (1H, s), 7.15 (2H, dd, J=8.5, 5.5 Hz), 7.04 (3H,... The reactants are C(C)OC(NCCC1=CC(=CC=C1)C(F)(F)F)=O ([2-(3-trifluoromethyl-phenyl)-ethyl]-carbamic acid ethyl ester), O=P12OP3(=O)OP(=O)(O1)OP(=O)(O2)O3 (P2O5). Run in O=P(Cl)(Cl)Cl (POCl3). Run at temperature 105 celsius, time 2 hour. Yields the product FC(C=1C=C2CCNC(C2=CC1)=O)(F)F (6-Trifluoromethyl-3,4-dihydro-2H-isoquinolin-1-one). Yield: 15.7%. Reaction SMILES: C([O:3][C:4](=O)[NH:5][CH2:6][CH2:7][C:8]1[CH:13]=[CH:12][CH:11]=[C:10]([C:14]([F:17])([F:16])[F:15])[CH:9]=1)C.O=P12OP3(OP(OP(O3)(O1)=O)(=O)O2)=O>O=P(Cl)(Cl)Cl>[F:15][C:14]([F:17])([F:16])[C:10]1[CH:9]=[C:8]2[C:13](=[CH:12][CH:11]=1)[C:4](=[O:3])[NH:5][CH2:6][CH2:7]2. Reported procedure: Using the same procedure and workup as described in Example 1, step 4, [2-(3-trifluoromethyl-phenyl)-ethyl]-carbamic acid ethyl ester (I-17b: 2.7 g, 10.34 mmol) in POCl3 (15 mL) was reacted with P2O5 (2.9 g, 20.68 mmol). The resulting mixture was stirred at 105° C. for 2 hours to afford the crude product. Purification by column chromatography on silica gel (1.5% methanol in DCM) afforded 350 mg of the product (15.74% yield). Starting materials: O=C(O)C1=C(C(=O)O)CCC1, CCO, [H][H]. Product: O=C(O)C1CCCC1C(=O)O. Reaction SMILES: [C:1]1([C:9](=[O:10])[OH:11])=[C:2]([C:6](=[O:7])[OH:8])[CH2:3][CH2:4][CH2:5]1.[CH3:14][CH2:15][OH:16].[H:12][H:13]>>[CH:1]1([C:9](=[O:10])[OH:11])[CH:2]([C:6](=[O:7])[OH:8])[CH2:3][CH2:4][CH2:5]1. The reactants are N/C(=C(/C#N)\N)/C#N (diaminomaleonitrile), ClC=1C=C2CCC(C2=CC1)=O (5-chloro-1-indanone), BrN1C(CCC1=O)=O (N-bromosuccinimide), O (Water). Solvent: CC(=O)O (AcOH), CS(=O)C (DMSO). Conditions: temperature 80 celsius, time 5 hour. The product is ClC=1C=CC=2C(C=3C(=NC(=C(N3)C#N)C#N)C2C1)=O (6-Chloro-9-oxo-9H-indeno[1,2-b]pyrazine-2,3-dicarbonitrile). Reaction SMILES: [Cl:1][C:2]1[CH:3]=[C:4]2[C:8](=[CH:9][CH:10]=1)[C:7](=[O:11])[CH2:6][CH2:5]2.BrN1C(=O)CCC1=O.O.[NH2:21]/[C:22](/[C:27]#[N:28])=[C:23](\[NH2:26])/[C:24]#[N:25]>CS(C)=O.CC(O)=O>[Cl:1][C:2]1[CH:10]=[CH:9][C:8]2[C:7](=[O:11])[C:6]3[C:5]([C:4]=2[CH:3]=1)=[N:21][C:22]([C:27]#[N:28])=[C:23]([C:24]#[N:25])[N:26]=3. Procedure details: A mixture of 5-chloro-1-indanone (1.05 g, 6.28 mmol) and N-bromosuccinimide (2.23 g, 12.56 mmol) in DMSO (25 ml) was stirred overnight at 40° C. and 5 h at 80° C. under vacuum. Water (125 ml) was added and the mixture was extracted with CH2Cl2 (25 ml). The aqueous phase was saturated with brine and solid NaCl and extracted with CH2Cl2 (4×80 ml). The collected organic phases were dried over Na2SO4 and the solvent evaporated. The crude was dissolved in EtOH (63 ml), diaminomaleonitrile (678 mg, 6.... Reactants: ClC1=C2C=CC=NC2=C(C(=C1)C(C)=O)N1CC(CCC1)OC (1-[5-chloro-8-(3-methoxypiperidin-1-yl)quinolin-7-yl]ethanone), C(C)(=O)[O-].[NH4+] (ammonium acetate), C(#N)[BH3-].[Na+] (sodium cyanoborohydride), O1CCCC1 (tetrahydrofuran). The solvent is CO (methanol), C(C)#N (acetonitrile). Conditions: temperature 65 celsius. Yields the product ClC1=C2C=CC=NC2=C(C(=C1)C(C)N)N1CC(CCC1)OC (1-[5-Chloro-8-(3-methoxypiperidin-1-yl)quinolin-7-yl]ethanamine). As a reaction SMILES: [Cl:1][C:2]1[CH:11]=[C:10]([C:12](=O)[CH3:13])[C:9]([N:15]2[CH2:20][CH2:19][CH2:18][CH:17]([O:21][CH3:22])[CH2:16]2)=[C:8]2[C:3]=1[CH:4]=[CH:5][CH:6]=[N:7]2.C([O-])(=O)C.[NH4+].C([BH3-])#[N:29].[Na+].O1CCCC1>CO.C(#N)C>[Cl:1][C:2]1[CH:11]=[C:10]([CH:12]([NH2:29])[CH3:13])[C:9]([N:15]2[CH2:20][CH2:19][CH2:18][CH:17]([O:21][CH3:22])[CH2:16]2)=[C:8]2[C:3]=1[CH:4]=[CH:5][CH:6]=[N:7]2 |f:1.2,3.4|. Procedure: A mixture of 1-[5-chloro-8-(3-methoxypiperidin-1-yl)quinolin-7-yl]ethanone (0.0373 g, 0.117 mmol) and ammonium acetate (0.0902 g, 1.17 mmol) in methanol (0.5 mL) and acetonitrile (0.5 mL) was heated at 65° C. in a sealed tube for 1 hour. After cooling to room temperature, to the resulting mixture was added 1.0 M sodium cyanoborohydride in tetrahydrofuran (0.29 mL, 0.29 mmol). The reaction was heated at 65° C. overnight. The mixture was cooled to room temperature, quenched with sat. NaHCO3 soluti...